This data is from the Open Reaction Database (ORD), a public repository of structured organic reaction records. The task is: describe an organic reaction: reactants, conditions, products, and yield Reactants: C1CCOC1, Clc1cc(Cl)ncn1, [H-], [Na+], Nc1nccs1. Yields the product Clc1cc(Nc2nccs2)ncn1. Reaction SMILES: [CH2:17]1[O:18][CH2:19][CH2:20][CH2:21]1.[Cl:9][c:10]1[n:11][cH:12][n:13][c:14]([Cl:16])[cH:15]1.[H-:7].[Na+:8].[s:1]1[c:2]([NH2:6])[n:3][cH:4][cH:5]1>>[s:1]1[c:2]([NH:6][c:14]2[n:13][cH:12][n:11][c:10]([Cl:9])[cH:15]2)[n:3][cH:4][cH:5]1. The reactants are CC(C)([O-])C.[K+] (potassium tert-butoxide), Cl (hydrochloric acid), OCC=1C=C(C=CC1)C(=O)O (3-(hydroxymethyl)benzenecarboxylic acid), NC1=NC(=C(C(=C1C#N)C1=CC=CC=C1)C#N)SC1=CC=CC=C1 (2-amino-4-phenyl-6-(phenylsulfanyl)pyridine-3,5-dicarbonitrile), COCCOC (1,2-dimethoxyethane). The solvent is O (water). Run at temperature 60 celsius, time 8 hour. Product: NC1=C(C(=C(C(=N1)OCC=1C=C(C=CC1)C(=O)O)C#N)C1=CC=C(C=C1)OCCO)C#N (3-[({6-Amino-3,5-dicyano-4-[4-(2-hydroxyethoxy)phenyl]pyridin-2-yl}oxy)methyl]benzenecarboxylic acid). As a reaction SMILES: CC(C)([O-])C.[K+].[OH:7][CH2:8][C:9]1[CH:10]=[C:11]([C:15]([OH:17])=[O:16])[CH:12]=[CH:13][CH:14]=1.[NH2:18][C:19]1[C:24]([C:25]#[N:26])=[C:23]([C:27]2[CH:32]=[CH:31][CH:30]=[CH:29][CH:28]=2)[C:22]([C:33]#[N:34])=[C:21](SC2C=CC=CC=2)[N:20]=1.Cl.C[O:44][CH2:45][CH2:46][O:47]C>O>[NH2:18][C:19]1[N:20]=[C:21]([O:7][CH2:8][C:9]2[CH:10]=[C:11]([C:15]([OH:17])=[O:16])[CH:12]=[CH:13][CH:14]=2)[C:22]([C:33]#[N:34])=[C:23]([C:27]2[CH:28]=[CH:29][C:30]([O:44][CH2:45][CH2:46][OH:47])=[CH:31][CH:32]=2)[C:24]=1[C:25]#[N:26] |f:0.1|. Reported procedure: 4.72 g (42.06 mmol) of potassium tert-butoxide were suspended in 25 ml of 1,2-dimethoxyethane. After addition of 1.73 g (10.51 mmol) of 3-(hydroxymethyl)benzenecarboxylic acid (Example 66A) and 1.72 g (5.26 mmol) of 2-amino-4-phenyl-6-(phenylsulfanyl)pyridine-3,5-dicarbonitrile (Example 36A), the mixture was stirred at 60° C. overnight. After cooling of the reaction mixture, 50 ml of water were added. With ice-cooling, the clear solution was acidified to pH 6-7 using conc. hydrochloric acid. The... Starting materials: BrC=1N(C=2N=C(NC(C2N1)=O)N)CC=1SC=CC1 (8-Bromo-9-(2-thienylmethyl)guanine), C(C)(=O)OC(C)=O (acetic anhydride), C(C)(=O)[O-].[Na+] (sodium acetate). The solvent is C(C)(=O)O (acetic acid). Run at time 48 hour. Product: NC=1NC(C=2NC(N(C2N1)CC=1SC=CC1)=O)=O (2-Amino-7,9-dihydro-9-(2-thienylmethyl)-1H-purine-6,8-dione). As a reaction SMILES: Br[C:2]1[N:3]([CH2:13][C:14]2[S:15][CH:16]=[CH:17][CH:18]=2)[C:4]2[N:5]=[C:6]([NH2:12])[NH:7][C:8](=[O:11])[C:9]=2[N:10]=1.C(OC(=O)C)(=[O:21])C.C([O-])(=O)C.[Na+]>C(O)(=O)C>[NH2:12][C:6]1[NH:7][C:8](=[O:11])[C:9]2[NH:10][C:2](=[O:21])[N:3]([CH2:13][C:14]3[S:15][CH:16]=[CH:17][CH:18]=3)[C:4]=2[N:5]=1 |f:2.3|. Procedure details: A mixture of 8-bromo-9-[(2-thienyl)methyl]guanine (see Example 5) (3.12 g; 9.56 mmol), acetic anhydride (75 ml), glacial acetic acid (75 ml) and anhydrous sodium acetate (14.9 g; 0.1816 mol) was heated to reflux for 20 hours. The dark solution which formed was then evaporated to dryness under reduced pressure. The residue was dissolved in aqueous methylamine (150 ml), stirred at room temperature for 48 hours and then heated to reflux for 2.5 hours. The methylamine was distilled off under reduced... The reactants are C(C)(=O)Cl (acetyl chloride), N1CCC2(CC1)OC1=C(C2)C=CC=C1 (2,3-dihydrospiro[benzofuran-2,4'-piperidine]), C([O-])(O)=O.[Na+] (sodium bicarbonate). Run at time 16 hour. RXN SMILES: [C:1](Cl)(=[O:3])[CH3:2].[NH:5]1[CH2:10][CH2:9][C:8]2([CH2:14][C:13]3[CH:15]=[CH:16][CH:17]=[CH:18][C:12]=3[O:11]2)[CH2:7][CH2:6]1.C(=O)(O)[O-].[Na+]>C(Cl)(Cl)Cl>[C:1]([N:5]1[CH2:10][CH2:9][C:8]2([CH2:14][C:13]3[CH:15]=[CH:16][CH:17]=[CH:18][C:12]=3[O:11]2)[CH2:7][CH2:6]1)(=[O:3])[CH3:2] |f:2.3|. Run in C(Cl)(Cl)Cl (chloroform), C(Cl)(Cl)Cl (chloroform). Product: C(C)(=O)N1CCC2(CC1)OC1=C(C2)C=CC=C1 (2,3-dihydro-1'-acetylspiro[benzofuran-2,4'-piperidine]). Procedure details: 3 ml of acetyl chloride in 10 ml of chloroform is added dropwise to a stirred suspension of 6.0 g of 2,3-dihydrospiro[benzofuran-2,4'-piperidine], Example 1C, and 14.0 g of sodium bicarbonate in 75 ml of chloroform. After total addition, the reaction mixture is successively stirred at ambient temperature for 16 hours, filtered, washed sequentially with water, dilute hydrochloric acid and a saturated sodium chloride solution, dried and the solvent removed under reduced pressure, leaving a residue... Reaction SMILES: [C:1]([O:5][C:6]([NH:8][CH:9]([CH:21]([OH:24])[CH2:22][OH:23])[C:10]([NH:12][O:13][CH2:14][C:15]1[CH:20]=[CH:19][CH:18]=[CH:17][CH:16]=1)=[O:11])=[O:7])([CH3:4])([CH3:3])[CH3:2].N1C=CN=C1.[Si:30](Cl)([C:33]([CH3:36])([CH3:35])[CH3:34])([CH3:32])[CH3:31].O>ClCCl.CN(C)C=O.[Cl-].[Na+].O>[C:1]([O:5][C:6]([NH:8][CH:9]([CH:21]([OH:24])[CH2:22][O:23][Si:30]([CH3:32])([CH3:31])[C:33]([CH3:36])([CH3:35])[CH3:34])[C:10]([NH:12][O:13][CH2:14][C:15]1[CH:20]=[CH:19][CH:18]=[CH:17][CH:16]=1)=[O:11])=[O:7])([CH3:4])([CH3:2])[CH3:3] |f:6.7.8|. Reactants: C(C)(C)(C)OC(=O)NC(C(=O)NOCC1=CC=CC=C1)C(CO)O ([(Tert-butoxy)carbonylamino]-3,4-dihydroxy-N-(phenylmethoxy)butanamide), N1C=NC=C1 (imidazole), [Si](C)(C)(C(C)(C)C)Cl (tert-butyldimethylsilyl chloride), O (Water), O (water). Yield: 44.6%. Solvent: [Cl-].[Na+].O (brine), ClCCl (dichloromethane), CN(C=O)C (dimethylformamide). Yields the product C(C)(C)(C)OC(=O)NC(C(=O)NOCC1=CC=CC=C1)C(CO[Si](C(C)(C)C)(C)C)O (2-[(tert-butoxy)carbonylamino]-3-hydroxy-N-(phenylmethoxy)-4-(1,1,2,2-tetramethyl-1-silapropoxy)butanamide). Procedure: [(Tert-butoxy)carbonylamino]-3,4-dihydroxy-N-(phenylmethoxy)butanamide (47 g, 138 mmol), imidazole (37.5 g, 552 mmol) and tert-butyldimethylsilyl chloride (57.7 g, 386.4 mmol) were stirred at 0° C. for 1 h and the room temperature for an additional 1 h in a mixture of dichloromethane (1.7 L) and dimethylformamide (17 mL). Water (250 mL) was added and after decantation, water (2×250 mL) and brine (250 mL) was used for washing the organic phases, which was dried over Na2SO4. After evaporation of t... The reactants are C1CCOC1, CO, CCOCC, CCOC(C)=O, Cl, [Li+], [OH-], CCOC(=O)c1ccc(C#Cc2ccc3c(c2)C(C)(C)CCC3O)cc1. Product: CC1(C)CCC(O)c2ccc(C#Cc3ccc(C(=O)O)cc3)cc21. Reaction SMILES: [CH2:30]1[O:31][CH2:32][CH2:33][CH2:34]1.[CH3:35][OH:36].[CH3:37][CH2:38][O:39][CH2:40][CH3:41].[CH3:42][CH2:43][O:44][C:45]([CH3:46])=[O:47].[ClH:29].[Li+:28].[OH-:27].[OH:1][CH:2]1[c:3]2[cH:4][cH:5][c:6]([C:14]#[C:15][c:16]3[cH:17][cH:18][c:19]([C:20](=[O:21])[O:22][CH2:23][CH3:24])[cH:25][cH:26]3)[cH:7][c:8]2[C:9]([CH3:12])([CH3:13])[CH2:10][CH2:11]1>>[OH:1][CH:2]1[c:3]2[cH:4][cH:5][c:6]([C:14]#[C:15][c:16]3[cH:17][cH:18][c:19]([C:20](=[O:21])[OH:22])[cH:25][cH:26]3)[cH:7][c:8]2[C:9]([CH3:12])([CH3:13])[CH2:10][CH2:11]1. The reactants are CC(C)C(=O)Nc1cccc(C2CCNCC2)c1, O=C(CCCCCl)c1ccc(C(F)(F)F)cc1, [K+], [K+], O=C([O-])[O-]. Yields the product CC(C)C(=O)Nc1cccc(C2CCN(CCCCC(=O)c3ccc(C(F)(F)F)cc3)CC2)c1. As a reaction SMILES: [CH3:24][CH:25]([C:26](=[O:27])[NH:28][c:29]1[cH:30][c:31]([CH:35]2[CH2:36][CH2:37][NH:38][CH2:39][CH2:40]2)[cH:32][cH:33][cH:34]1)[CH3:41].[F:7][C:8]([c:9]1[cH:10][cH:11][c:12]([C:15]([CH2:16][CH2:17][CH2:18][CH2:19][Cl:20])=[O:21])[cH:13][cH:14]1)([F:22])[F:23].[K+:1].[K+:2].[O-:3][C:4]([O-:5])=[O:6]>>[F:7][C:8]([c:9]1[cH:10][cH:11][c:12]([C:15]([CH2:16][CH2:17][CH2:18][CH2:19][N:38]2[CH2:37][CH2:36][CH:35]([c:31]3[cH:30][c:29]([NH:28][C:26]([CH:25]([CH3:24])[CH3:41])=[O:27])[cH:34][cH:33][cH:32]3)[CH2:40][CH2:39]2)=[O:21])[cH:13][cH:14]1)([F:22])[F:23]. Starting materials: C(C1=CC=CC=C1)OC1=C2C=C(NC2=CC=C1)C(=O)OC (methyl 4-benzyloxyindole-2-carboxylate), C(C)(=O)OCC (ethyl acetate). The reagents and catalysts are [Pd] (Pd-C). Reaction conditions: temperature 25 celsius, time 1 hour. Yields the product C(C)(=O)OC1=C2C=C(NC2=CC=C1)C(=O)OC (Methyl 4-Acetoxyindole-2-carboxylate). RXN SMILES: [CH2:1]([O:8][C:9]1[CH:17]=[CH:16][CH:15]=[C:14]2[C:10]=1[CH:11]=[C:12]([C:18]([O:20][CH3:21])=[O:19])[NH:13]2)[C:2]1C=CC=CC=1.C(OCC)(=[O:24])C>[Pd]>[C:1]([O:8][C:9]1[CH:17]=[CH:16][CH:15]=[C:14]2[C:10]=1[CH:11]=[C:12]([C:18]([O:20][CH3:21])=[O:19])[NH:13]2)(=[O:24])[CH3:2]. Procedure: A solution of methyl 4-benzyloxyindole-2-carboxylate (48 g) in ethyl acetate (1 litre) at 50-60° C. was hydrogenated over 5%Pd-C catalyst (4.0 g) at 1 atmosphere pressure for 6 hours, until 3.7 litres of hydrogen was absorbed. The catalyst was filtered off and washed with warm ethyl acetate(100 ml). To the combined filtrates was added acetic anhydride (40 ml) and 4-dimethylaminopyridine (1.0 g), and the solution was stirred for 1 hour at 25° C. Ethanol (15 ml) was added and the solution reduced ... As a reaction SMILES: [Br:7][c:8]1[c:9]([C:14](=[O:15])[O:16][CH2:17][CH3:18])[n:10][cH:11][cH:12][cH:13]1.[C:19]([CH3:20])([CH3:21])([CH3:22])[O:23][C:24](=[O:25])[NH:26][CH2:27][c:28]1[c:29]([B:34]([OH:35])[OH:36])[cH:30][cH:31][cH:32][cH:33]1.[CH3:1][O:2][CH2:3][CH2:4][O:5][CH3:6].[Cl:43][CH2:44][Cl:45].[Na+:37].[Na+:38].[O-:39][C:40](=[O:41])[O-:42].[cH:46]1[cH:47][cH:48][c:49]([P:50]([Pd:51]([P:52]([c:53]2[cH:54][cH:55][cH:56][cH:57][cH:58]2)([c:59]2[cH:60][cH:61][cH:62][cH:63][cH:64]2)[c:65]2[cH:66][cH:67][cH:68][cH:69][cH:70]2)([P:71]([c:72]2[cH:73][cH:74][cH:75][cH:76][cH:77]2)([c:78]2[cH:79][cH:80][cH:81][cH:82][cH:83]2)[c:84]2[cH:85][cH:86][cH:87][cH:88][cH:89]2)[P:90]([c:91]2[cH:92][cH:93][cH:94][cH:95][cH:96]2)([c:97]2[cH:98][cH:99][cH:100][cH:101][cH:102]2)[c:103]2[cH:104][cH:105][cH:106][cH:107][cH:108]2)([c:109]2[cH:110][cH:111][cH:112][cH:113][cH:114]2)[c:115]2[cH:116][cH:117][cH:118][cH:119][cH:120]2)[cH:121][cH:122]1>>[c:8]1(-[c:29]2[c:28]([CH2:27][NH:26][C:24]([O:23][C:19]([CH3:20])([CH3:21])[CH3:22])=[O:25])[cH:33][cH:32][cH:31][cH:30]2)[c:9]([C:14](=[O:15])[O:16][CH2:17][CH3:18])[n:10][cH:11][cH:12][cH:13]1. Yields the product CCOC(=O)c1ncccc1-c1ccccc1CNC(=O)OC(C)(C)C. The reactants are CCOC(=O)c1ncccc1Br, CC(C)(C)OC(=O)NCc1ccccc1B(O)O, COCCOC, ClCCl, [Na+], [Na+], O=C([O-])[O-], c1ccc(P(c2ccccc2)(c2ccccc2)[Pd](P(c2ccccc2)(c2ccccc2)c2ccccc2)(P(c2ccccc2)(c2ccccc2)c2ccccc2)P(c2ccccc2)(c2ccccc2)c2ccccc2)cc1.